This data is from the Open Reaction Database (ORD), a public repository of structured organic reaction records. The task is: describe an organic reaction: reactants, conditions, products, and yield Yields the product NC1=NC=C(C=C1CO)C1=CC2=C(N(C(=N2)C2=C(C=CC(=C2)OC)N2N=CC=C2)C(C)(C)C)C=C1 ({2-Amino-5-[1-tert-butyl-2-(5-methoxy-2-pyrazol-1-yl-phenyl)-1H-benzimidazol-5-yl]-pyridin-3-yl}-methanol). Procedure: To a high pressure vessel are added 2-amino-3-hyroxymethyl-5-bromopyridine (90 mg, 0.44 mmol), bis(pinacolato)diboron (135 mg, 0.53 mmol) and KOAc (131 mg, 1.33 mmol) in 10 mL of 1,4-dioxane. The solution is degassed with nitrogen for 10 minutes, followed by the addition of PdCl2(dppf) (36 mg, 0.04 mmol). The reaction mixture is warmed to 80° C. and stirred for 1 hour. After this time a solution of 5-bromo-1-tert-butyl-2-(5-methoxy-2-pyrazol-1-yl-phenyl)-1H-benzimidazole (226 mg, 0.53 mmol) and ... Run in CN(C)C=O (DMF), C(=O)([O-])[O-].[Na+].[Na+] (Na2CO3), O (water), O1CCOCC1 (1,4-dioxane). The reagents and catalysts are C1=CC=C(C=C1)P([C-]2C=CC=C2)C3=CC=CC=C3.C1=CC=C(C=C1)P([C-]2C=CC=C2)C3=CC=CC=C3.Cl[Pd]Cl.[Fe+2] (PdCl2(dppf)), C1=CC=C(C=C1)P([C-]2C=CC=C2)C3=CC=CC=C3.C1=CC=C(C=C1)P([C-]2C=CC=C2)C3=CC=CC=C3.Cl[Pd]Cl.[Fe+2] (PdCl2(dppf)). Reaction SMILES: [NH2:1][C:2]1[C:7]([CH2:8][OH:9])=[CH:6][C:5](Br)=[CH:4][N:3]=1.B1(B2OC(C)(C)C(C)(C)O2)OC(C)(C)C(C)(C)O1.CC([O-])=O.[K+].Br[C:35]1[CH:60]=[CH:59][C:38]2[N:39]([C:55]([CH3:58])([CH3:57])[CH3:56])[C:40]([C:42]3[CH:47]=[C:46]([O:48][CH3:49])[CH:45]=[CH:44][C:43]=3[N:50]3[CH:54]=[CH:53][CH:52]=[N:51]3)=[N:41][C:37]=2[CH:36]=1>O1CCOCC1.CN(C=O)C.C([O-])([O-])=O.[Na+].[Na+].C1C=CC(P(C2C=CC=CC=2)[C-]2C=CC=C2)=CC=1.C1C=CC(P(C2C=CC=CC=2)[C-]2C=CC=C2)=CC=1.Cl[Pd]Cl.[Fe+2].O>[NH2:1][C:2]1[C:7]([CH2:8][OH:9])=[CH:6][C:5]([C:35]2[CH:60]=[CH:59][C:38]3[N:39]([C:55]([CH3:56])([CH3:58])[CH3:57])[C:40]([C:42]4[CH:47]=[C:46]([O:48][CH3:49])[CH:45]=[CH:44][C:43]=4[N:50]4[CH:54]=[CH:53][CH:52]=[N:51]4)=[N:41][C:37]=3[CH:36]=2)=[CH:4][N:3]=1 |f:2.3,7.8.9,10.11.12.13|. The yield is 7.3%. The reactants are BrC1=CC2=C(N(C(=N2)C2=C(C=CC(=C2)OC)N2N=CC=C2)C(C)(C)C)C=C1 (5-bromo-1-tert-butyl-2-(5-methoxy-2-pyrazol-1-yl-phenyl)-1H-benzimidazole), NC1=NC=C(C=C1CO)Br (2-amino-3-hyroxymethyl-5-bromopyridine), B1(OC(C(O1)(C)C)(C)C)B2OC(C(O2)(C)C)(C)C (bis(pinacolato)diboron), CC(=O)[O-].[K+] (KOAc). Run at temperature 80 celsius, time 1 hour. Starting materials: CC(=O)c1cc2ccccc2o1, CN(C)C=O, C1COCCO1, O, O=[Se]=O. The product is O=CC(=O)c1cc2ccccc2o1. RXN SMILES: [C:1]([CH3:2])(=[O:3])[c:4]1[o:5][c:6]2[c:7]([cH:8]1)[cH:9][cH:10][cH:11][cH:12]2.[CH3:23][N:24]([CH3:25])[CH:26]=[O:27].[O:16]1[CH2:17][CH2:18][O:19][CH2:20][CH2:21]1.[OH2:22].[Se:13](=[O:14])=[O:15]>>[C:1]([CH:2]=[O:14])(=[O:3])[c:4]1[o:5][c:6]2[c:7]([cH:8]1)[cH:9][cH:10][cH:11][cH:12]2. Reactants: [BH4-], CCOC(=O)C(NC(C)=O)C(O)c1ccc(C=Cc2csc3ccccc23)s1, [Li+], C1CCOC1. The product is CC(=O)NC(CO)C(O)c1ccc(C=Cc2csc3ccccc23)s1. As a reaction SMILES: [BH4-:29].[C:1]([CH3:2])(=[O:3])[NH:4][CH:5]([C:6](=[O:7])[O:8][CH2:9][CH3:10])[CH:11]([OH:12])[c:13]1[s:14][c:15]([CH:18]=[CH:19][c:20]2[c:21]3[c:22]([s:23][cH:24]2)[cH:25][cH:26][cH:27][cH:28]3)[cH:16][cH:17]1.[Li+:30].[O:31]1[CH2:32][CH2:33][CH2:34][CH2:35]1>>[C:1]([CH3:2])(=[O:3])[NH:4][CH:5]([CH2:6][OH:7])[CH:11]([OH:12])[c:13]1[s:14][c:15]([CH:18]=[CH:19][c:20]2[c:21]3[c:22]([s:23][cH:24]2)[cH:25][cH:26][cH:27][cH:28]3)[cH:16][cH:17]1. Starting materials: C(C)C1=CC=C(S1)C1=CC2=C(O1)C=CC=C2O (2-(5-ethylthiophen-2-yl)-4-hydroxybenzo(b)furan), S(=O)(=O)(OC[C@@H]1CO1)C1=CC=C([N+](=O)[O-])C=C1 ((S)-glycidyl nosylate), C([O-])([O-])=O.[K+].[K+] (potassium carbonate). The product is crude product, C(C)C1=CC=C(S1)C1=CC2=C(O1)C=CC=C2OC[C@@H]2CO2 ((S)-2-(5-ethylthiophen-2-yl)-4-glycidyloxybenzo(b)furan). RXN SMILES: [CH2:1]([C:3]1[S:7][C:6]([C:8]2[O:12][C:11]3[CH:13]=[CH:14][CH:15]=[C:16]([OH:17])[C:10]=3[CH:9]=2)=[CH:5][CH:4]=1)[CH3:2].S(C1C=CC([N+]([O-])=O)=CC=1)(O[CH2:22][C@H:23]1[O:25][CH2:24]1)(=O)=O.C(=O)([O-])[O-].[K+].[K+]>>[CH2:1]([C:3]1[S:7][C:6]([C:8]2[O:12][C:11]3[CH:13]=[CH:14][CH:15]=[C:16]([O:17][CH2:22][C@H:23]4[O:25][CH2:24]4)[C:10]=3[CH:9]=2)=[CH:5][CH:4]=1)[CH3:2] |f:2.3.4|. Reported procedure: By the reactions in the same manner as in Starting Material Synthesis Example 1 using 2-(5-ethylthiophen-2-yl)-4-hydroxybenzo(b)furan (750 mg), (S)-glycidyl nosylate (875 mg) and potassium carbonate (1.27 g), a crude product of the title compound was quantitatively obtained as a yellow oil. Reactants: C(C)OC(C(C(=O)OCC)C1=CC=CC=C1)=O (phenylmalonic acid diethyl ester), CC(=O)C (acetone), C(C)(=O)OC(C)=O (acetic anhydride), OS(=O)(=O)O (H2SO4). Run in O (water). Conditions: temperature 25 celsius, time 8 hour. The product is CC1(OC(C(C(O1)=O)C1=CC=CC=C1)=O)C (2.2-dimethyl-5-phenyl-1.3-dioxane-4.6-dione). As a reaction SMILES: C([O:3][C:4](=[O:17])[CH:5]([C:11]1[CH:16]=[CH:15][CH:14]=[CH:13][CH:12]=1)[C:6]([O:8][CH2:9][CH3:10])=[O:7])C.[C:18](OC(=O)C)(=O)C.OS(O)(=O)=O.CC(C)=O>O>[CH3:10][C:9]1([CH3:18])[O:8][C:6](=[O:7])[CH:5]([C:11]2[CH:16]=[CH:15][CH:14]=[CH:13][CH:12]=2)[C:4](=[O:3])[O:17]1. Reported procedure: To 11.8 g (50 mmol) of phenylmalonic acid diethyl ester in 23 ml. of acetic anhydride there are added 0.5 ml. of concentrated H2SO4 and 20 ml. of acetone. The mixture is stirred at 25° C for 8 hours, water (250 ml.) is then added thereto and the mixture is stirred for 30 minutes. The obtained precipitate is washed with 250 ml. of water up to pH 6.5, dried under reduced pressure and dissolved in 100 ml. of chloroform. The organic solution is dried over anhydrous sodium sulfate, most of the solven...